The task is: describe an organic reaction: reactants, conditions, products, and yield. This data is from the Open Reaction Database (ORD), a public repository of structured organic reaction records. Reactants: BrC=1C(=NC=C(C(=O)OC)C1)Cl (Methyl 5-bromo-6-chloronicotinate), NN (hydrazine). Run in CO (methanol). Reaction conditions: temperature 70 celsius. Product: BrC=1C(=NC=C(C(=O)NN)C1)Cl (5-bromo-6-chloronicotinohydrazide). Isolated yield 20.0%. As a reaction SMILES: [Br:1][C:2]1[C:3]([Cl:12])=[N:4][CH:5]=[C:6]([CH:11]=1)[C:7](OC)=[O:8].[NH2:13][NH2:14]>CO>[Br:1][C:2]1[C:3]([Cl:12])=[N:4][CH:5]=[C:6]([CH:11]=1)[C:7]([NH:13][NH2:14])=[O:8]. Reported procedure: Methyl 5-bromo-6-chloronicotinate (100 mg, 0.399 mmol) was added to hydrazine (19.19 mg, 0.599 mmol) in methanol (8 mL) and heated overnight at 70° C. The reaction was monitored by TLC. Upon completion of the reaction, the solvent was removed by vacuum, and the compound was purified by column chromatography affording the title compound (20 mg). 1H NMR (400 MHz, CD3OD): δ 8.33 (d, 1H, J=2.4 Hz), 8.01 (d, 1H, J=2.4 Hz). The reactants are [H-].[H-].[H-].[H-].[Li+].[Al+3] (LiAlH4), FC1=CC=C(C=C1)C(CCCN1CCC(CC1)NC(=O)OCC)C1=CC=C(C=C1)F (1-[4,4-bis(4-fluorophenyl)butyl]-4-ethoxycarbonylaminopiperidine), O (H2O), [OH-].[Na+] (NaOH), O (H2O). The solvent is O1CCCC1 (tetrahydrofuran), O1CCCC1 (tetrahydrofuran). Conditions: temperature 40 celsius, time 1 hour. The product is FC1=CC=C(C=C1)C(CCCN1CCC(CC1)NC)C1=CC=C(C=C1)F (1-[4,4-Bis(4-fluorophenyl)butyl]-4-methylaminopiperidine). Reaction SMILES: [F:1][C:2]1[CH:7]=[CH:6][C:5]([CH:8]([C:24]2[CH:29]=[CH:28][C:27]([F:30])=[CH:26][CH:25]=2)[CH2:9][CH2:10][CH2:11][N:12]2[CH2:17][CH2:16][CH:15]([NH:18][C:19](OCC)=O)[CH2:14][CH2:13]2)=[CH:4][CH:3]=1.[H-].[H-].[H-].[H-].[Li+].[Al+3].O.[OH-].[Na+]>O1CCCC1>[F:1][C:2]1[CH:7]=[CH:6][C:5]([CH:8]([C:24]2[CH:29]=[CH:28][C:27]([F:30])=[CH:26][CH:25]=2)[CH2:9][CH2:10][CH2:11][N:12]2[CH2:13][CH2:14][CH:15]([NH:18][CH3:19])[CH2:16][CH2:17]2)=[CH:4][CH:3]=1 |f:1.2.3.4.5.6,8.9|. Procedure details: 13.0 g (31.3 mmol) of 1-[4,4-bis(4-fluorophenyl)butyl]-4-ethoxycarbonylaminopiperidine were dissolved in 60 ml of absolute tetrahydrofuran, the solution was added dropwise to a suspension of 1.82 g (46.9 mmol) of LiAlH4 in 60 ml of absolute tetrahydrofuran and the mixture was stirred at room temperature for 1 hour and at 40° C. for 1 hour. 1.8 ml of H2O, 1.8 ml of 2N NaOH and a further 9 ml of H2O were added dropwise in succession, with cooling; the precipitate formed was then filtered off with ... The reactants are ClC1=CC=C(C2=CC=CC=C12)OC1=C(C=C(N)C=C1Cl)Cl (4-(4-chloro-1-naphthoxy)-3,5-dichloroaniline), ClN1C(CCC1=O)=O (N-chlorosuccinimide). Solvent: C1=CC=CC=C1 (benzene). Yields the product ClC1=CC=C(C2=CC=CC=C12)OC1=C(C(=C(N)C=C1Cl)Cl)Cl (4-(4-chloronaphthoxy)-2,3,5-trichloroaniline). Isolated yield 56.0%. As a reaction SMILES: [Cl:1][C:2]1[C:11]2[C:6](=[CH:7][CH:8]=[CH:9][CH:10]=2)[C:5]([O:12][C:13]2[C:19]([Cl:20])=[CH:18][C:16]([NH2:17])=[CH:15][C:14]=2[Cl:21])=[CH:4][CH:3]=1.[Cl:22]N1C(=O)CCC1=O>C1C=CC=CC=1>[Cl:1][C:2]1[C:11]2[C:6](=[CH:7][CH:8]=[CH:9][CH:10]=2)[C:5]([O:12][C:13]2[C:14]([Cl:21])=[CH:15][C:16]([NH2:17])=[C:18]([Cl:22])[C:19]=2[Cl:20])=[CH:4][CH:3]=1. Procedure: Into a magnetically stirred solution of 4-(4-chloro-1-naphthoxy)-3,5-dichloroaniline (6.00 grams, 17.72 mmol) prepared in Part B in benzene (50 milliliters) was added solid N-chlorosuccinimide (2.84 grams, 21.20 mmol). The mixture was heated to reflux for 1 hour, cooled and filtered. The solvent was evaporated under reduced pressure and the crude product when subjected to flash column chromatography (3:1 hexane:ethyl acetate) afforded pure 4-(4-chloronaphthoxy)-2,3,5-trichloroaniline (3.70 grams...